Dataset: the Open Reaction Database (ORD), a public repository of structured organic reaction records. Task: describe an organic reaction: reactants, conditions, products, and yield Reactants: Cc1[nH]c(=O)[nH]c1C(=O)c1ccc(Br)s1, [C-]#N, CN(C)C=O, [Cl-], Cl, O. Yields the product Cc1[nH]c(=O)[nH]c1C(=O)c1ccc(C#N)s1. Reaction SMILES: [Br:1][c:2]1[cH:3][cH:4][c:5]([C:7](=[O:8])[c:9]2[nH:10][c:11](=[O:15])[nH:12][c:13]2[CH3:14])[s:6]1.[C-:16]#[N:17].[CH3:21][N:22]([CH3:23])[CH:24]=[O:25].[Cl-:18].[ClH:19].[OH2:20]>>[c:2]1([C:16]#[N:17])[cH:3][cH:4][c:5]([C:7](=[O:8])[c:9]2[nH:10][c:11](=[O:15])[nH:12][c:13]2[CH3:14])[s:6]1. The reactants are CO, ClCCl, NC1CN2CCC1CC2, CN(C)C=O, CN(C)C=O, O=P(Cl)(Oc1ccccc1)Oc1ccccc1, O=C(O)c1ccc(-c2ccccn2)s1. The product is O=C(NC1CN2CCC1CC2)c1ccc(-c2ccccn2)s1. RXN SMILES: [CH3:41][OH:42].[Cl:43][CH2:44][Cl:45].[NH2:32][CH:33]1[CH2:34][N:35]2[CH2:36][CH2:37][CH:38]1[CH2:39][CH2:40]2.[O:46]=[CH:47][N:48]([CH3:49])[CH3:50].[O:51]=[CH:52][N:53]([CH3:54])[CH3:55].[c:15]1([O:16][P:17]([Cl:18])([O:19][c:20]2[cH:21][cH:22][cH:23][cH:24][cH:25]2)=[O:26])[cH:27][cH:28][cH:29][cH:30][cH:31]1.[n:1]1[c:2](-[c:7]2[cH:8][cH:9][c:10]([C:12](=[O:13])[OH:14])[s:11]2)[cH:3][cH:4][cH:5][cH:6]1>>[n:1]1[c:2](-[c:7]2[cH:8][cH:9][c:10]([C:12](=[O:14])[NH:32][CH:33]3[CH2:34][N:35]4[CH2:36][CH2:37][CH:38]3[CH2:39][CH2:40]4)[s:11]2)[cH:3][cH:4][cH:5][cH:6]1. The reactants are ClCCCSC1=C(C(=NC=C1)CSC1=CC=NC=C1)C (4-(3-chloropropylthio)-3-methyl-2-[(4-pyridinylthio)methyl]pyridine), C1NCCC2=CC=CC=C12 (1,2,3,4-tetrahydroisoquinoline), C(C)(C)O.C(C)(C)OC(C)C (isopropanol diisopropyl ether). Yields the product CC=1C(=NC=CC1SCCCC1NCCC2=CC=CC=C12)CSC1=CC=NC=C1 (3-Methyl-4-[3-(1,2,3,4-tetrahydroisoquinolin-1-yl)propylthio]-2-[(4-pyridinylthio)methyl]pyridine). The yield is 36.0%. RXN SMILES: Cl[CH2:2][CH2:3][CH2:4][S:5][C:6]1[CH:11]=[CH:10][N:9]=[C:8]([CH2:12][S:13][C:14]2[CH:19]=[CH:18][N:17]=[CH:16][CH:15]=2)[C:7]=1[CH3:20].[CH2:21]1[C:30]2[C:25](=[CH:26][CH:27]=[CH:28][CH:29]=2)[CH2:24][CH2:23][NH:22]1.C(O)(C)C.C(OC(C)C)(C)C>>[CH3:20][C:7]1[C:8]([CH2:12][S:13][C:14]2[CH:19]=[CH:18][N:17]=[CH:16][CH:15]=2)=[N:9][CH:10]=[CH:11][C:6]=1[S:5][CH2:4][CH2:3][CH2:2][CH:21]1[C:30]2[C:25](=[CH:26][CH:27]=[CH:28][CH:29]=2)[CH2:24][CH2:23][NH:22]1 |f:2.3|. Reported procedure: According to the procedure indicated in Example 7, reaction of 4-(3-chloropropylthio)-3-methyl-2-[(4-pyridinylthio)methyl]pyridine with 1,2,3,4-tetrahydroisoquinoline, chromatography on silica gel and subsequent crystallization from isopropanol/diisopropyl ether gives the title compound; m.p. 190-192° C.; yield 36% of theory. Yields the product CN(S(=O)(=O)NC1=CC2=C(CCCC(C2)N(CC2=CC=CC=C2)C[C@@H](COC2=CC=CC=C2)O)C=C1)C ((2S)-1-[N-(3-dimethylaminosulfonylamino-6,7,8,9-tetrahydro-5H-benzocyclohepten-6-yl)-N-benzylamino]-3-phenoxy-2-propanol). The reactants are NC1=CC2=C(CCCC(C2)N(CC2=CC=CC=C2)C[C@@H](COC2=CC=CC=C2)O)C=C1 ((2S)-1-[N-(3-amino-6,7,8,9-tetrahydro-5H-benzocyclohepten-6-yl)-N-benzylamino]-3-phenoxy-2-propanol), CN(S(=O)(=O)Cl)C (dimethylaminosulfonyl chloride), C(O)([O-])=O.[Na+] (sodium hydrogencarbonate). Procedure details: Under nitrogen, a solution of (2S)-1-[N-(3-amino-6,7,8,9-tetrahydro-5H-benzocyclohepten-6-yl)-N-benzylamino]-3-phenoxy-2-propanol (150 mg), dimethylaminosulfonyl chloride (43 μl) and pyridine (31 μl) in toluent (5 ml) was stirred at 80° C. for 24 hours. The resulting mixture was poured into saturated aqueous sodium hydrogencarbonate and extracted with ethyl acetate. The organic layer was washed with brine, dried over anhydrous magnesium sulfate and evaporated in vacuo. The residue was purified b... Run in N1=CC=CC=C1 (pyridine). Reaction SMILES: [NH2:1][C:2]1[CH:31]=[CH:30][C:5]2[CH2:6][CH2:7][CH2:8][CH:9]([N:11]([CH2:19][C@H:20]([OH:29])[CH2:21][O:22][C:23]3[CH:28]=[CH:27][CH:26]=[CH:25][CH:24]=3)[CH2:12][C:13]3[CH:18]=[CH:17][CH:16]=[CH:15][CH:14]=3)[CH2:10][C:4]=2[CH:3]=1.[CH3:32][N:33]([CH3:38])[S:34](Cl)(=[O:36])=[O:35].C(=O)([O-])O.[Na+]>N1C=CC=CC=1>[CH3:32][N:33]([CH3:38])[S:34]([NH:1][C:2]1[CH:31]=[CH:30][C:5]2[CH2:6][CH2:7][CH2:8][CH:9]([N:11]([CH2:19][C@H:20]([OH:29])[CH2:21][O:22][C:23]3[CH:28]=[CH:27][CH:26]=[CH:25][CH:24]=3)[CH2:12][C:13]3[CH:18]=[CH:17][CH:16]=[CH:15][CH:14]=3)[CH2:10][C:4]=2[CH:3]=1)(=[O:36])=[O:35] |f:2.3|. Starting materials: Fc1cccc(F)c1CBr, [K+], [K+], O=C([O-])[O-], CN(C)C=O, N#CCc1ccc(O)cc1. Product: N#CCc1ccc(OCc2c(F)cccc2F)cc1. As a reaction SMILES: [F:17][c:18]1[c:19]([CH2:20][Br:21])[c:22]([F:26])[cH:23][cH:24][cH:25]1.[K+:11].[K+:12].[O-:13][C:14]([O-:15])=[O:16].[O:27]=[CH:28][N:29]([CH3:30])[CH3:31].[OH:1][c:2]1[cH:3][cH:4][c:5]([CH2:6][C:7]#[N:8])[cH:9][cH:10]1>>[O:1]([c:2]1[cH:3][cH:4][c:5]([CH2:6][C:7]#[N:8])[cH:9][cH:10]1)[CH2:20][c:19]1[c:18]([F:17])[cH:25][cH:24][cH:23][c:22]1[F:26]. The product is ClC=1C=CC2=C([C@](O[C@H](C(N2)=O)C)(C(F)(F)F)C#CC=2OC=CC2)C1 (rel-(3S,5S)-7-Chloro-1,5-dihydro-5-(2-furanyl)ethynyl-3-methyl-5-(trifluoromethyl)-4,1-benzoxazepin-2(3H)-one). Reaction SMILES: [NH2:1][C:2]1[C:7]([C:8]([OH:20])([C:13]#[C:14][C:15]2[O:16][CH:17]=[CH:18][CH:19]=2)[C:9]([F:12])([F:11])[F:10])=[CH:6][C:5]([Cl:21])=[CH:4][CH:3]=1.N1C=CC=CC=1.Br[CH2:29][CH2:30][C:31](Br)=[O:32]>CCOCC>[Cl:21][C:5]1[CH:4]=[CH:3][C:2]2[NH:1][C:31](=[O:32])[C@H:30]([CH3:29])[O:20][C@:8]([C:13]#[C:14][C:15]3[O:16][CH:17]=[CH:18][CH:19]=3)([C:9]([F:10])([F:11])[F:12])[C:7]=2[CH:6]=1. Conditions: time 30 minute. Procedure details: To a stirred ice-cooled solution of 265 mg of 6-amino-3-chloro-α-(furan-2-yl)ethynyl-α-(trifluoromethyl)benzyl alcohol in 10 mL of dry ether was added 0.150 mL of dry pyridine and 0.100 mL of bromopropionyl bromide. After 30 min, the reaction mixture was diluted with ether, washed with water and aqueous sodium bicarbonate, dried and evaporated. The residue was dissolved in 10 mL of dry DMF at 0°, 25 mg of 100% sodium hydride was added, and the resulting mixture was stirred for 15 min at 0° and a... Reactants: N1=CC=CC=C1 (pyridine), BrCCC(=O)Br (bromopropionyl bromide), ice, NC1=CC=C(C=C1C(C(F)(F)F)(C#CC=1OC=CC1)O)Cl (6-amino-3-chloro-α-(furan-2-yl)ethynyl-α-(trifluoromethyl)benzyl alcohol). Solvent: CCOCC (ether), CCOCC (ether). The reactants are CCCC1=CC(=O)OC2=C1C3=C(C4=C2[C@H]([C@@H]([C@H](O4)C)C)O)C=CC(O3)(C)C ((+)-calanolide A), amylose carbamate, CCCC1=CC(=O)OC2=C1C3=C(C4=C2[C@@H]([C@H]([C@@H](O4)C)C)O)C=CC(O3)(C)C ((-)-calanolide A), CCCCCC.C(C)(=O)OCC (hexane ethyl acetate). Solvent: CCCCCC.C(C)O (hexane ethanol). Yields the product CCCC1=CC(=O)OC2=C1C3=C(C4=C2C(C(C(O4)C)C)O)C=CC(O3)(C)C (calanolide A). Reaction SMILES: [CH3:1][CH2:2][CH2:3][C:4]1[C:10]2[C:11]3[O:25][C:24]([CH3:27])([CH3:26])[CH:23]=[CH:22][C:12]=3[C:13]3[O:18][C@H:17]([CH3:19])[C@@H:16]([CH3:20])[C@H:15]([OH:21])[C:14]=3[C:9]=2[O:8][C:6](=[O:7])[CH:5]=1.CCCC1C2C3OC(C)(C)C=CC=3C3O[C@@H](C)[C@H](C)[C@@H](O)C=3C=2OC(=O)C=1.CCCCCC.C(OCC)(=O)C>CCCCCC.C(O)C>[CH3:1][CH2:2][CH2:3][C:4]1[C:10]2[C:11]3[O:25][C:24]([CH3:27])([CH3:26])[CH:23]=[CH:22][C:12]=3[C:13]3[O:18][CH:17]([CH3:19])[CH:16]([CH3:20])[CH:15]([OH:21])[C:14]=3[C:9]=2[O:8][C:6](=[O:7])[CH:5]=1 |f:2.3,4.5|. Reported procedure: The synthetic (±)-1 was resolved into enantiomers, (+)-calanolide A and (-)-calanolide A, by preparative HPLC16. Thus, using a normal phase silica gel HPLC column (250 mm×4.6 mm I.D. Zorbasil, 5 μm particle size, MAC-MOD Analytical, Inc., Pa., U.S.A.), the synthetic (±)-1 appeared as one peak with a retention time of 10.15 minutes when hexane/ethyl acetate (70:30) was used as the mobile phase at a flow rate of 1.5 mL/min and a wavelength of 290 nm was used as the uv detector setting. However, on... Reactants: C(C)OC1=CC=C(C=C1)C#CC1=CC=C(C=C1)C(C)NC(OC(C)(C)C)=O (tert-butyl 1-(4-((4-ethoxyphenyl)ethynyl)phenyl)ethyl-carbamate), Cl (HCl). The solvent is CCOC(=O)C (EtOAc). Yields the product C(C)OC1=CC=C(C=C1)C#CC1=CC=C(C=C1)C(C)N (1-(4-((4-Ethoxyphenyl)ethynyl)phenyl)ethanamine). As a reaction SMILES: [CH2:1]([O:3][C:4]1[CH:9]=[CH:8][C:7]([C:10]#[C:11][C:12]2[CH:17]=[CH:16][C:15]([CH:18]([NH:20]C(=O)OC(C)(C)C)[CH3:19])=[CH:14][CH:13]=2)=[CH:6][CH:5]=1)[CH3:2].Cl>CCOC(C)=O>[CH2:1]([O:3][C:4]1[CH:9]=[CH:8][C:7]([C:10]#[C:11][C:12]2[CH:13]=[CH:14][C:15]([CH:18]([NH2:20])[CH3:19])=[CH:16][CH:17]=2)=[CH:6][CH:5]=1)[CH3:2]. Procedure: To 25.0 g (62.90 mmol) tert-butyl 1-(4-((4-ethoxyphenyl)ethynyl)phenyl)ethyl-carbamate (I62) in 375 mL EtOAc are added 79 mL (315 mmol) HCl (4M in dioxane). The mixture is stirred at r.t. over night, filtered and the obtained precipitate is dried. The crude product is suspended in DCM and sat. NaHCO3 is added until a clear solution is obtained. The layers are separated and the aqueous layer is extracted two more times with DCM. The organic layers are combined, washed with brine (1×), dried with ... Starting materials: O (water), solution, C(C)(C)O (isopropanol), C1(=CC=CC=C1)C (toluene), [H-].C(C(C)C)[Al+]CC(C)C (diisobutylaluminum hydride), 2-hydroxymethyl-cyclopentanecarboxylic acid lactone, C1(=CC=CC=C1)C (toluene). Run at temperature 22 celsius, time 2 hour. Yields the product OC[C@H]1[C@H](CCC1)CO (cis-1,2-dihydroxymethyl-cyclopentane). RXN SMILES: [H-].C([Al+]CC(C)C)C(C)C.[CH:11]([OH:14])([CH3:13])C.[OH2:15].[C:16]1(C)C=[CH:20][CH:19]=[CH:18][CH:17]=1>>[OH:15][CH2:20][C@@H:19]1[CH2:18][CH2:17][CH2:16][C@@H:13]1[CH2:11][OH:14] |f:0.1|. Procedure details: 127 ml of a 1.2 molar solution of diisobutylaluminum hydride in toluene is instilled in a solution of 8.7 g of 2-hydroxymethyl-cyclopentanecarboxylic acid lactone (O. Caamano et al., Euro. J. Med. Chem. 22, 311 (1987)) in 127 ml of toluene at 0° C. under argon and stirred for 50 minutes at 0° C. Then, 25 ml of isopropanol and 63 ml of water are instilled, stirred for 2 hours at 22° C., filtered washed with methylene chloride and concentrated by evaporation in a vacuum. The residue is purified by... Reactants: N(=NC(=O)OCC)C(=O)OCC (diethyl azodicarboxylate), C1(=CC=CC=C1)P(C1=CC=CC=C1)C1=CC=CC=C1 (triphenylphosphine), FC1=NC(=CN=C1CCCCCCCC)C1=CC=C(C=C1)O (2-fluoro-3-octyl-6-(4-hydroxyphenyl)-pyrazine), C(CCC)CCCC(O)[SiH](C)C (4-butyldimethylsilylbutanol). The solvent is O1CCCC1 (tetrahydrofuran). Conditions: temperature 0 celsius, time 0.5 hour. Product: FC1=NC(=CN=C1CCCCCCCC)C1=CC=C(C=C1)OCCCC(CCCC)[SiH](C)C (2-fluoro-3-octyl-6-[4-(4-butyldimethylsilylbutyloxy)-phenyl-]pyrazine). Isolated yield 44.4%. Reaction SMILES: N(C(OCC)=O)=NC(OCC)=O.[C:13]1(P(C2C=CC=CC=2)C2C=CC=CC=2)[CH:18]=CC=C[CH:14]=1.[F:32][C:33]1[C:38]([CH2:39][CH2:40][CH2:41][CH2:42][CH2:43][CH2:44][CH2:45][CH3:46])=[N:37][CH:36]=[C:35]([C:47]2[CH:52]=[CH:51][C:50]([OH:53])=[CH:49][CH:48]=2)[N:34]=1.[CH2:54]([CH2:58][CH2:59][CH2:60][CH:61]([SiH:63]([CH3:65])[CH3:64])O)CCC>O1CCCC1>[F:32][C:33]1[C:38]([CH2:39][CH2:40][CH2:41][CH2:42][CH2:43][CH2:44][CH2:45][CH3:46])=[N:37][CH:36]=[C:35]([C:47]2[CH:48]=[CH:49][C:50]([O:53][CH2:14][CH2:13][CH2:18][CH:61]([SiH:63]([CH3:64])[CH3:65])[CH2:60][CH2:59][CH2:58][CH3:54])=[CH:51][CH:52]=2)[N:34]=1. Procedure details: 1.82 ml (11.60 mmol) of diethyl azodicarboxylate are added dropwise at 0° C. to 3.04 g (11.60 mmol) of triphenylphosphine in 85 ml of tetrahydrofuran, and this mixture is stirred at 0° C. for 0.5 hour. 2.00 g (7.00 mmol) of 2-fluoro-3-octyl-6-(4-hydroxyphenyl)-pyrazine (prepared as described in Example 4a to 4d) and 2.46 g (11.60 mmol) of 4-butyldimethylsilylbutanol are subsequently added, and the mixture is stirred at room temperature for 3 hours. The reaction mixture is evaporated, and the res...